From a dataset of the Open Reaction Database (ORD), a public repository of structured organic reaction records. describe an organic reaction: reactants, conditions, products, and yield Reactants: [N+](=O)(O)[O-] (nitric acid), ClC1=CC=C(C=C1)[C@@]1(O[C@@H]([C@@H]1C)C)CN1N=CN=C1 ((2R*,3S*,4R*)-2-(4-chlorophenyl)-3,4-dimethyl-2-[(1H-1,2,4-triazol-1-yl)methyl]oxetane). Run in C(C)OCC (diethyl ether), CO (methanol). Yields the product [N+](=O)(O)[O-].ClC1=CC=C(C=C1)[C@@]1(O[C@@H]([C@@H]1C)C)CN1N=CN=C1 ((2R*,3S*,4R*)-2-(4-Chlorophenyl)-3,4-dimethyl-2-[(1H-1,2,4-triazol-1-yl)methyl]oxetane nitrate). The yield is 95.4%. As a reaction SMILES: [N+:1]([O-:4])([OH:3])=[O:2].[Cl:5][C:6]1[CH:11]=[CH:10][C:9]([C@@:12]2([CH2:18][N:19]3[CH:23]=[N:22][CH:21]=[N:20]3)[C@@H:15]([CH3:16])[C@@H:14]([CH3:17])[O:13]2)=[CH:8][CH:7]=1>C(OCC)C.CO>[N+:1]([O-:4])([OH:3])=[O:2].[Cl:5][C:6]1[CH:7]=[CH:8][C:9]([C@@:12]2([CH2:18][N:19]3[CH:23]=[N:22][CH:21]=[N:20]3)[C@@H:15]([CH3:16])[C@@H:14]([CH3:17])[O:13]2)=[CH:10][CH:11]=1 |f:4.5|. Reported procedure: 0.19 ml of concentrated aqueous nitric acid (about 61%) was added to a solution of 300 mg (1.08 mmole) of (2R*,3S*,4R*)-2-(4-chlorophenyl)-3,4-dimethyl-2-[(1H-1,2,4-triazol-1-yl)methyl]oxetane (prepared as described in Example 20) in a mixture of 5 ml of diethyl ether and 1 ml of methanol. The resulting mixture was freed from the solvent by distillation under reduced pressure, and the resulting residue was mixed with a mixture of diethyl ether and hexane. The crystals which precipitated were col... Reactants: Cl (hydrochloric acid), C(Cl)(Cl)Cl (chloroform), CCCCC(CCCCCCCCCCCCC)C1C(=O)NC(C1)=O.C1(=CC=CC=C1)C=1NC2=CC=CC=C2C1N (5-octadecyl succinimide 2-phenyl-3-aminoindole), [N+](=O)([O-])C=1C=C(C=CC1)S(=O)(=O)Cl (m-nitrobenzene sulfonic acid chloride), Cl (hydrochloric acid), obtained crystals. Reagents/catalysts: [Zn] (zinc), [Zn] (zinc). The solvent is N1=CC=CC=C1 (pyridine), O (water), CC(=O)C (acetone). Reaction conditions: time 4 hour. Yields the product CCCCC(CCCCCCCCCCCCC)C1C(=O)NC(C1)=O.C1(=CC=CC=C1)C=1NC2=CC=CC=C2C1NS(=O)(=O)C1=CC(=CC=C1)N (5-octadecyl succinimide 2-phenyl-3-{N-(3-aminobenzene sulfonyl)amino}indole). The yield is 179.0%. RXN SMILES: C(Cl)(Cl)Cl.[CH3:5][CH2:6][CH2:7][CH2:8][CH:9]([CH:23]1[CH2:28][C:27](=[O:29])[NH:26][C:24]1=[O:25])[CH2:10][CH2:11][CH2:12][CH2:13][CH2:14][CH2:15][CH2:16][CH2:17][CH2:18][CH2:19][CH2:20][CH2:21][CH3:22].[C:30]1([C:36]2[NH:37][C:38]3[C:43]([C:44]=2[NH2:45])=[CH:42][CH:41]=[CH:40][CH:39]=3)[CH:35]=[CH:34][CH:33]=[CH:32][CH:31]=1.[N+:46]([C:49]1[CH:50]=[C:51]([S:55](Cl)(=[O:57])=[O:56])[CH:52]=[CH:53][CH:54]=1)([O-])=O.Cl>[Zn].O.CC(C)=O.N1C=CC=CC=1>[CH3:5][CH2:6][CH2:7][CH2:8][CH:9]([CH:23]1[CH2:28][C:27](=[O:29])[NH:26][C:24]1=[O:25])[CH2:10][CH2:11][CH2:12][CH2:13][CH2:14][CH2:15][CH2:16][CH2:17][CH2:18][CH2:19][CH2:20][CH2:21][CH3:22].[C:30]1([C:36]2[NH:37][C:38]3[C:43]([C:44]=2[NH:45][S:55]([C:51]2[CH:52]=[CH:53][CH:54]=[C:49]([NH2:46])[CH:50]=2)(=[O:57])=[O:56])=[CH:42][CH:41]=[CH:40][CH:39]=3)[CH:31]=[CH:32][CH:33]=[CH:34][CH:35]=1 |f:1.2,9.10|. Procedure details: To 200 cc of a chloroform were added 22.28 g (0.04 mole) of 5-octadecyl succinimide-2-phenyl-3-aminoindole and 9.1 g (0.01 mole) of m-nitrobenzene sulfonic acid chloride, and to the mixture solution were dropwise added 3.24 g of pyridine under nitrogen gas flow, and stirred over a period of 4 hours, and the thus deposited Precipitate was filtered, whereby 18 g of crude crystals of 5-octadecyl succinimide-2-phenyl-3-{N-(3-nitrobenzene sulfonyl)amino}indole were obtained. 16 g of the obtained crys... Starting materials: C(C)OC=1C=C(C=O)C=C(C1I)OCC (3,5-diethoxy-4-iodo-benzaldehyde), FC(C1=CC=C(C=C1)B(O)O)(F)F (4-trifluoromethyl-phenyl boronic acid). Product: C(C)OC1=C(C(=CC(=C1)C=O)OCC)C1=CC=C(C=C1)C(F)(F)F (2,6-Diethoxy-4′-trifluoromethyl-biphenyl-4-carbaldehyde). Reaction SMILES: [CH2:1]([O:3][C:4]1[CH:5]=[C:6]([CH:9]=[C:10]([O:13][CH2:14][CH3:15])[C:11]=1I)[CH:7]=[O:8])[CH3:2].[F:16][C:17]([F:28])([F:27])[C:18]1[CH:23]=[CH:22][C:21](B(O)O)=[CH:20][CH:19]=1>>[CH2:1]([O:3][C:4]1[CH:5]=[C:6]([CH:7]=[O:8])[CH:9]=[C:10]([O:13][CH2:14][CH3:15])[C:11]=1[C:21]1[CH:22]=[CH:23][C:18]([C:17]([F:28])([F:27])[F:16])=[CH:19][CH:20]=1)[CH3:2]. Reported procedure: The necessary intermediate 2,6-Diethoxy-4′-trifluoromethyl-biphenyl-4-carbaldehyde was prepared as described in example 94, but coupling in the Suzuki reaction 3,5-diethoxy-4-iodo-benzaldehyde instead of 3-benzyloxy-5-ethoxy-4-iodo-benzaldehyde with 4-trifluoromethyl-phenyl boronic acid instead of 4-fluorophenyl boronic acid, as white crystals. Reactants: CCOC(=O)CBr, CC(C)(C)OC(=O)C(N)COCCO, CC(C)(C)O, CC(C)(C)[O-], Cc1ccccc1, Cl, [K+]. Yields the product CCOC(=O)COCCOCC(N)C(=O)OC(C)(C)C. RXN SMILES: [Br:26][CH2:27][C:28](=[O:29])[O:30][CH2:31][CH3:32].[C:1](=[O:2])([O:3][C:4]([CH3:5])([CH3:6])[CH3:7])[CH:8]([CH2:9][O:10][CH2:11][CH2:12][OH:13])[NH2:14].[C:21]([OH:22])([CH3:23])([CH3:24])[CH3:25].[CH3:15][C:16]([CH3:17])([O-:18])[CH3:19].[CH3:34][c:35]1[cH:36][cH:37][cH:38][cH:39][cH:40]1.[ClH:33].[K+:20]>>[C:1](=[O:2])([O:3][C:4]([CH3:5])([CH3:6])[CH3:7])[CH:8]([CH2:9][O:10][CH2:11][CH2:12][O:13][CH2:27][C:28](=[O:29])[O:30][CH2:31][CH3:32])[NH2:14]. The reactants are Cl.FC1(CNC1)C(=O)O (3-Fluoroazetidine-3-carboxylic acid hydrochloride), CO (methanol), S(=O)(Cl)Cl (Thionyl chloride). Run at temperature 5 celsius. The product is Cl.FC1(CNC1)C(=O)OC (methyl 3-fluoroazetidine-3-carboxylate hydrochloride). RXN SMILES: Cl.[F:2][C:3]1([C:7]([OH:9])=[O:8])[CH2:6][NH:5][CH2:4]1.S(Cl)([Cl:12])=O.[CH3:14]O>>[ClH:12].[F:2][C:3]1([C:7]([O:9][CH3:14])=[O:8])[CH2:6][NH:5][CH2:4]1 |f:0.1,4.5|. Procedure: 3-Fluoroazetidine-3-carboxylic acid hydrochloride (0.10 g, 8.4 mmol) was dissolved in methanol (2 mL) and cooled to 5° C. Thionyl chloride (0.05 g, 4.2 mmol) was added dropwise. The reaction mixture was heated at 65° C. overnight and concentrated under reduced pressure to afford methyl 3-fluoroazetidine-3-carboxylate hydrochloride. The product was used in the next step without further purification. Reactants: ClC1=CC2=C(NC(CC(N2C2=CC=CC=C2)=O)=S)C=C1 (7-chloro-5-phenyl-1H-1,5-benzodiazepin-4-one-2-thione), [OH-].[Na+] (sodium hydroxide), CI (methyl iodide). The solvent is CO (methanol), CO (methanol). Conditions: time 1 hour. Product: CSC=1CC(N(C2=C(N1)C=CC(=C2)Cl)C2=CC=CC=C2)=O (2-(Methylthio)-7-chloro-5-phenyl-3H-1,5-benzodiazepin-4-one). Reaction SMILES: [Cl:1][C:2]1[CH:20]=[CH:19][C:5]2[NH:6][C:7](=[S:18])[CH2:8][C:9](=[O:17])[N:10]([C:11]3[CH:16]=[CH:15][CH:14]=[CH:13][CH:12]=3)[C:4]=2[CH:3]=1.[OH-].[Na+].[CH3:23]I>CO>[CH3:23][S:18][C:7]1[CH2:8][C:9](=[O:17])[N:10]([C:11]2[CH:16]=[CH:15][CH:14]=[CH:13][CH:12]=2)[C:4]2[CH:3]=[C:2]([Cl:1])[CH:20]=[CH:19][C:5]=2[N:6]=1 |f:1.2|. Procedure: To 3.03 g of 7-chloro-5-phenyl-1H-1,5-benzodiazepin-4-one-2-thione in a solution of 0.40 g of sodium hydroxide and 15 ml of methanol is added, with stirring a solution of 1.4 g of methyl iodide in 10 ml of methanol. Stirring is continued for 1 hour, the reaction is then evaporated and suspended in methylene chloride (30 ml). The suspension is filtered through a short Florisil column; the column is washed with ethyl acetate and the combined filtrates are evaporated. The residue is triturated with... Product: Cl, COc1cc2c(C3C(=O)Nc4ccccc43)ncnc2cc1OCCCN1CCCC1. Reactants: CCOC(OCC)N1C(=O)C(c2ncnc3cc(OCCCN4CCCC4)c(OC)cc23)c2ccccc21, CCO, Cl. Reaction SMILES: [CH2:2]([O:3][CH:4]([O:5][CH2:37][CH3:38])[N:6]1[C:7](=[O:36])[CH:8]([c:15]2[n:16][cH:17][n:18][c:19]3[cH:20][c:21]([O:27][CH2:28][CH2:29][CH2:30][N:31]4[CH2:32][CH2:33][CH2:34][CH2:35]4)[c:22]([O:25][CH3:26])[cH:23][c:24]23)[c:9]2[cH:10][cH:11][cH:12][cH:13][c:14]21)[CH3:39].[CH3:40][CH2:41][OH:42].[ClH:1]>>[ClH:1].[NH:6]1[C:7](=[O:36])[CH:8]([c:15]2[n:16][cH:17][n:18][c:19]3[cH:20][c:21]([O:27][CH2:28][CH2:29][CH2:30][N:31]4[CH2:32][CH2:33][CH2:34][CH2:35]4)[c:22]([O:25][CH3:26])[cH:23][c:24]23)[c:9]2[cH:10][cH:11][cH:12][cH:13][c:14]21.